From a dataset of the Open Reaction Database (ORD), a public repository of structured organic reaction records. describe an organic reaction: reactants, conditions, products, and yield Reactants: C=CC(=O)OC, CCO, [Na], COc1ccccc1COCCCOc1ccc(C2CCN(C(=O)OCc3ccccc3)CC2OCc2ccc(C)c(O)c2)cc1. Product: COC(=O)CCOc1cc(COC2CN(C(=O)OCc3ccccc3)CCC2c2ccc(OCCCOCc3ccccc3OC)cc2)ccc1C. As a reaction SMILES: [C:48]([CH:49]=[CH2:50])(=[O:51])[O:52][CH3:53].[CH3:54][CH2:55][OH:56].[Na:1].[OH:2][c:3]1[cH:4][c:5]([CH2:6][O:7][CH:8]2[CH2:9][N:10]([C:34](=[O:35])[O:36][CH2:37][c:38]3[cH:39][cH:40][cH:41][cH:42][cH:43]3)[CH2:11][CH2:12][CH:13]2[c:14]2[cH:15][cH:16][c:17]([O:20][CH2:21][CH2:22][CH2:23][O:24][CH2:25][c:26]3[c:27]([O:32][CH3:33])[cH:28][cH:29][cH:30][cH:31]3)[cH:18][cH:19]2)[cH:44][cH:45][c:46]1[CH3:47]>>[O:2]([c:3]1[cH:4][c:5]([CH2:6][O:7][CH:8]2[CH2:9][N:10]([C:34](=[O:35])[O:36][CH2:37][c:38]3[cH:39][cH:40][cH:41][cH:42][cH:43]3)[CH2:11][CH2:12][CH:13]2[c:14]2[cH:15][cH:16][c:17]([O:20][CH2:21][CH2:22][CH2:23][O:24][CH2:25][c:26]3[c:27]([O:32][CH3:33])[cH:28][cH:29][cH:30][cH:31]3)[cH:18][cH:19]2)[cH:44][cH:45][c:46]1[CH3:47])[CH2:50][CH2:49][C:48](=[O:51])[O:52][CH3:53]. Starting materials: CC(=O)O, COc1cc2c(cc1OC(C)C)C(=O)C1c3c(cc(OC(C)C)c(OC)c3-2)CCN1C, O=S(=O)(O)O. The product is COc1cc2c(cc1O)C(=O)C1c3c(cc(OC(C)C)c(OC)c3-2)CCN1C. RXN SMILES: [C:37]([OH:38])(=[O:39])[CH3:40].[CH:1]([CH3:2])([CH3:3])[O:4][c:5]1[c:6]([O:30][CH3:31])[c:7]2[c:21]3[c:19]([cH:20]1)[CH2:18][CH2:17][N:16]([CH3:22])[CH:15]3[C:14](=[O:23])[c:13]1[c:8]-2[cH:9][c:10]([O:28][CH3:29])[c:11]([O:24][CH:25]([CH3:26])[CH3:27])[cH:12]1.[S:32](=[O:33])(=[O:34])([OH:35])[OH:36]>>[CH:1]([CH3:2])([CH3:3])[O:4][c:5]1[c:6]([O:30][CH3:31])[c:7]2[c:21]3[c:19]([cH:20]1)[CH2:18][CH2:17][N:16]([CH3:22])[CH:15]3[C:14](=[O:23])[c:13]1[c:8]-2[cH:9][c:10]([O:28][CH3:29])[c:11]([OH:24])[cH:12]1. Reactants: Brc1ccc(Br)nc1, Cc1ccccc1, [Li]CCCC, CCOC(=O)C(F)F. Product: O=C(c1ccc(Br)cn1)C(F)F. Reaction SMILES: [Br:1][c:2]1[n:3][cH:4][c:5]([Br:8])[cH:6][cH:7]1.[CH3:22][c:23]1[cH:24][cH:25][cH:26][cH:27][cH:28]1.[CH3:9][CH2:10][CH2:11][CH2:12][Li:13].[F:14][CH:15]([C:16](=[O:17])[O:18][CH2:19][CH3:20])[F:21]>>[c:2]1([C:16]([CH:15]([F:14])[F:21])=[O:17])[n:3][cH:4][c:5]([Br:8])[cH:6][cH:7]1. Reactants: [Br-], Sc1nc2cc(Br)ccc2s1, C1CCOC1, CCCC[N+](CCCC)(CCCC)CCCC, CCOC(C)=O, CI, [K+], [OH-]. The product is CSc1nc2cc(Br)ccc2s1. As a reaction SMILES: [Br-:21].[Br:1][c:2]1[cH:3][cH:4][c:5]2[c:6]([n:7][c:8]([SH:10])[s:9]2)[cH:11]1.[CH2:12]1[O:13][CH2:14][CH2:15][CH2:16]1.[CH2:22]([N+:23]([CH2:24][CH2:25][CH2:26][CH3:27])([CH2:28][CH2:29][CH2:30][CH3:31])[CH2:32][CH2:33][CH2:34][CH3:35])[CH2:36][CH2:37][CH3:38].[CH3:39][CH2:40][O:41][C:42]([CH3:43])=[O:44].[I:17][CH3:18].[K+:20].[OH-:19]>>[Br:1][c:2]1[cH:3][cH:4][c:5]2[c:6]([n:7][c:8]([S:10][CH3:12])[s:9]2)[cH:11]1.